Task: describe an organic reaction: reactants, conditions, products, and yield. Dataset: the Open Reaction Database (ORD), a public repository of structured organic reaction records Reactants: BrC1=CC(=C(CN2C(N(C3=CC(=CC=C3C2=O)Cl)CC(=O)OCC)=O)C=C1)F (ethyl 2-[3-(4-bromo-2-fluorobenzyl)-7-chloro-1,2,3,4-tetrahydro-2,4-dioxoquinazolin-1-yl]-acetate), [OH-].[Na+] (sodium hydroxide). Solvent: C(C)O (ethanol). Conditions: temperature 0 celsius. Yields the product BrC1=CC(=C(CN2C(N(C3=CC(=CC=C3C2=O)Cl)CC(=O)[O-])=O)C=C1)F.[Na+] (sodium 2-[3-(4-bromo-2-fluorobenzyl)-7-chloro-1,2,3,4-tetrahydro-2,4-dioxoquinazolin-1-yl]acetate). RXN SMILES: [Br:1][C:2]1[CH:27]=[CH:26][C:5]([CH2:6][N:7]2[C:16](=[O:17])[C:15]3[C:10](=[CH:11][C:12]([Cl:18])=[CH:13][CH:14]=3)[N:9]([CH2:19][C:20]([O:22]CC)=[O:21])[C:8]2=[O:25])=[C:4]([F:28])[CH:3]=1.[OH-].[Na+:30]>C(O)C>[Br:1][C:2]1[CH:27]=[CH:26][C:5]([CH2:6][N:7]2[C:16](=[O:17])[C:15]3[C:10](=[CH:11][C:12]([Cl:18])=[CH:13][CH:14]=3)[N:9]([CH2:19][C:20]([O-:22])=[O:21])[C:8]2=[O:25])=[C:4]([F:28])[CH:3]=1.[Na+:30] |f:1.2,4.5|. Procedure details: A solution of ethyl 2-[3-(4-bromo-2-fluorobenzyl)-7-chloro-1,2,3,4-tetrahydro-2,4-dioxoquinazolin-1-yl]-acetate (69 g) and 1N aqueous sodium hydroxide (191 ml) in ethanol (350 ml) was stirred at 60° C. for 3 hours. After cooling to 0° C., the precipitates were collected by filtration, washed with water, and dried over phosphorus pentoxide. Recrystallization from water (360 ml) gave sodium 2-[3-(4-bromo-2-fluorobenzyl)-7-chloro-1,2,3,4-tetrahydro-2,4-dioxoquinazolin-1-yl]acetate (39.2 g). The reactants are COC1=NC=C(C=C1)B(O)O (2-Methoxy-5-pyridine boronic acid), BrC1=CC=C(C=C1)C(=O)N1[C@@H](CCC1)CN1CCCC1 ((4-bromo-phenyl)-(2-(S)-pyrrolidin-1-ylmethyl-pyrrolidin-1-yl)-methanone). Product: COC1=CC=C(C=N1)C1=CC=C(C=C1)C(=O)N1[C@@H](CCC1)CN1CCCC1 ([4-(6-Methoxy-pyridin-3-yl)-phenyl]-(2-(S)-pyrrolidin-1-ylmethyl-pyrrolidin-1-yl)-methanone). As a reaction SMILES: [CH3:1][O:2][C:3]1[CH:8]=[CH:7][C:6](B(O)O)=[CH:5][N:4]=1.Br[C:13]1[CH:18]=[CH:17][C:16]([C:19]([N:21]2[CH2:25][CH2:24][CH2:23][C@H:22]2[CH2:26][N:27]2[CH2:31][CH2:30][CH2:29][CH2:28]2)=[O:20])=[CH:15][CH:14]=1>>[CH3:1][O:2][C:3]1[N:4]=[CH:5][C:6]([C:13]2[CH:18]=[CH:17][C:16]([C:19]([N:21]3[CH2:25][CH2:24][CH2:23][C@H:22]3[CH2:26][N:27]3[CH2:28][CH2:29][CH2:30][CH2:31]3)=[O:20])=[CH:15][CH:14]=2)=[CH:7][CH:8]=1. Procedure: The title compound is prepared in a manner substantially analogous to Procedure SS starting from 2-Methoxy-5-pyridine boronic acid and (4-bromo-phenyl)-(2-(S)-pyrrolidin-1-ylmethyl-pyrrolidin-1-yl)-methanone. MS (ES+) 366.4 Reactants: CC(C)(C)OC(=O)NC(CC(=O)O)Cc1cc(F)c(F)cc1F, ClCCCl, CCOC(=O)c1ncn2c1CNCc1ccccc1-2, CCN(C(C)C)C(C)C, ClCCl, O=C(O)C(F)(F)F, On1nnc2ccccc21. Product: CCOC(=O)c1ncn2c1CN(C(=O)CC(Cc1cc(F)c(F)cc1F)NC(=O)OC(C)(C)C)Cc1ccccc1-2. As a reaction SMILES: [C:1]([CH3:2])([CH3:3])([CH3:4])[O:5][C:6](=[O:7])[NH:8][CH:9]([CH2:10][C:11](=[O:12])[OH:13])[CH2:14][c:15]1[c:16]([F:23])[cH:17][c:18]([F:22])[c:19]([F:21])[cH:20]1.[CH2:34]([Cl:35])[CH2:36][Cl:37].[CH2:54]([CH3:55])[O:56][C:57](=[O:58])[c:59]1[n:60][cH:61][n:62]2[c:68]1[CH2:67][NH:66][CH2:65][c:64]1[c:63]-2[cH:72][cH:71][cH:70][cH:69]1.[CH:38]([N:39]([CH2:40][CH3:41])[CH:42]([CH3:43])[CH3:44])([CH3:45])[CH3:46].[Cl:73][CH2:74][Cl:75].[F:47][C:48]([F:49])([F:50])[C:51]([OH:52])=[O:53].[OH:24][n:25]1[c:26]2[c:27]([cH:28][cH:29][cH:30][cH:31]2)[n:32][n:33]1>>[C:1]([CH3:2])([CH3:3])([CH3:4])[O:5][C:6](=[O:7])[NH:8][CH:9]([CH2:10][C:11](=[O:13])[N:66]1[CH2:65][c:64]2[c:63]([cH:72][cH:71][cH:70][cH:69]2)-[n:62]2[cH:61][n:60][c:59]([C:57]([O:56][CH2:54][CH3:55])=[O:58])[c:68]2[CH2:67]1)[CH2:14][c:15]1[c:16]([F:23])[cH:17][c:18]([F:22])[c:19]([F:21])[cH:20]1. The reactants are C=CC#N, Cc1cc2cccc(Cl)c2[nH]1, C1COCCO1. Product: Cc1cc2cccc(Cl)c2n1CCC#N. Reaction SMILES: [CH2:12]=[CH:13][C:14]#[N:15].[Cl:1][c:2]1[cH:3][cH:4][cH:5][c:6]2[cH:7][c:8]([CH3:11])[nH:9][c:10]12.[O:16]1[CH2:17][CH2:18][O:19][CH2:20][CH2:21]1>>[Cl:1][c:2]1[cH:3][cH:4][cH:5][c:6]2[cH:7][c:8]([CH3:11])[n:9]([CH2:12][CH2:13][C:14]#[N:15])[c:10]12. Starting materials: [OH-].[Na+] (sodium hydroxide), ClC=1SC(=CC1)S (2-chloro-5-thiophenethiol), ClCCBr (1-chloro-2-bromoethane). Run in C(C)(=O)OCC (ethyl acetate). Conditions: time 16 hour. Product: ClC=1SC(=CC1)SCCCl (2-chloro-5-(2-chloroethylthio)thiophene). Reaction SMILES: [OH-].[Na+].[Cl:3][C:4]1[S:5][C:6]([SH:9])=[CH:7][CH:8]=1.[Cl:10][CH2:11][CH2:12]Br>C(OCC)(=O)C>[Cl:3][C:4]1[S:5][C:6]([S:9][CH2:12][CH2:11][Cl:10])=[CH:7][CH:8]=1 |f:0.1|. Procedure details: 28 cm3 of a 5N aqueous sodium hydroxide solution were added, with stirring, to a solution, cooled to a temperature in the region of 5° C., of 17.9 g of 2-chloro-5-thiophenethiol in 30 cm3 of 1-chloro-2-bromoethane, and then the temperature was allowed to return to the region of 20° C., while stirring was continued for 16 hours. The reaction mixture was diluted with 300 cm3 of ethyl acetate and washed with 3 times 150 cm3 of water. The organic solution was dried over sodium sulfate, filtered, and... As a reaction SMILES: C[Si](C)(C)C#C[C:5]1[C:10]([C:11]([CH3:14])([CH3:13])[CH3:12])=[C:9]([O:15][CH2:16][O:17][CH2:18][CH2:19][Si:20]([CH3:23])([CH3:22])[CH3:21])[C:8]([C:24]([CH3:27])([CH3:26])[CH3:25])=[CH:7][C:6]=1[CH2:28][OH:29].[CH2:32]1COC[CH2:33]1.[F-].C([N+](CCCC)(CCCC)CCCC)CCC>O>[C:32]([CH:28]([C:6]1[CH:5]=[C:10]([C:11]([CH3:13])([CH3:14])[CH3:12])[C:9]([O:15][CH2:16][O:17][CH2:18][CH2:19][Si:20]([CH3:21])([CH3:23])[CH3:22])=[C:8]([C:24]([CH3:27])([CH3:26])[CH3:25])[CH:7]=1)[OH:29])#[CH:33] |f:2.3|. Reactants: C[Si](C#CC1=C(C=C(C(=C1C(C)(C)C)OCOCC[Si](C)(C)C)C(C)(C)C)CO)(C)C (α-trimethylsilylethynyl-3,5-di-tert-butyl-4-(2-trimethylsilylethoxymethoxy)benzenemethanol), C1CCOC1 (THF), [F-].C(CCC)[N+](CCCC)(CCCC)CCCC (tetrabutylammonium fluoride). Reported procedure: 18.5 g (40 mmol) of α-trimethylsilylethynyl-3,5-di-tert-butyl-4-(2-trimethylsilylethoxymethoxy)benzenemethanol and 50 ml of THF are introduced into a round-bottomed flask and 40 ml (44 mmol) of tetrabutylammonium fluoride solution (1.1 M in THF) are added dropwise. The mixture is stirred at room temperature for one hour, the reaction medium is poured into water and extracted with ethyl ether and the organic phase is separated out after settling has taken place, dried over magnesium sulphate and ... Reaction conditions: time 1 hour. Product: C(#C)C(O)C1=CC(=C(C(=C1)C(C)(C)C)OCOCC[Si](C)(C)C)C(C)(C)C (α-Ethynyl-3,5-di-tert-butyl-4-(2-trimethylsilylethoxymethoxy)benzenemethanol). Solvent: O (water).